From a dataset of the Open Reaction Database (ORD), a public repository of structured organic reaction records. describe an organic reaction: reactants, conditions, products, and yield The solvent is C(Cl)Cl (methylene chloride), C(Cl)Cl (methylene chloride). Run at temperature 0 celsius, time 12 hour. Product: BrC=C(C(C(C)(C)C)(CN1N=CN=C1)O)Cl (1-bromo-2-chloro-4,4-dimethyl-3-hydroxy-3-[(1,2,4-triazol-1-yl)-methyl]-1-pentene). Isolated yield 68.0%. RXN SMILES: [ClH:1].[CH3:2][C:3]([CH3:15])([CH3:14])[C:4](O)([CH2:7][N:8]1[CH:12]=[N:11][CH:10]=[N:9]1)[C:5]#[CH:6].[Br:16]N1C(=O)CCC1=O.[OH-:24].[Na+]>C(Cl)Cl>[Br:16][CH:6]=[C:5]([Cl:1])[C:4]([OH:24])([CH2:7][N:8]1[CH:12]=[N:11][CH:10]=[N:9]1)[C:3]([CH3:15])([CH3:14])[CH3:2] |f:3.4|. Reported procedure: Hydrogen chloride gas is passed into a solution of 1.93 g (10 mmol) of 4,4-dimethyl-3-hydroxy-3-[(1,2,4-triazol-1-yl)-methyl]-1-pentine in 30 ml of methylene chloride at -20° C. until saturation is reached. 1.8 g (20 mmol) of N-bromosuccinimide are then added in portions and the mixture is subsequently stirred at 0° C. for 1 hour and at room temperature for 12 hours. HCl and solvent are stripped off in vacuo and the residue is worked up with methylene chloride and dilute sodium hydroxide solutio... Starting materials: CC(C(C#C)(CN1N=CN=C1)O)(C)C (4,4-dimethyl-3-hydroxy-3-[(1,2,4-triazol-1-yl)-methyl]-1-pentine), Cl (Hydrogen chloride), Cl (HCl), [OH-].[Na+] (sodium hydroxide), BrN1C(CCC1=O)=O (N-bromosuccinimide). The reactants are B(O)O (boronic acid), BrC1=C(C=O)C=CC=N1 (2-bromonicotinaldehyde), FC(C1=CC=C(S1)B(O)O)(F)F ((5-(trifluoromethyl)thiophen-2-yl)boronic acid). The product is FC(C1=CC=C(S1)C1=C(C=O)C=CC=N1)(F)F (2-(5-(trifluoromethyl)thiophen-2-yl)nicotinaldehyde). As a reaction SMILES: B(O)O.Br[C:5]1[N:12]=[CH:11][CH:10]=[CH:9][C:6]=1[CH:7]=[O:8].[F:13][C:14]([F:24])([F:23])[C:15]1[S:19][C:18](B(O)O)=[CH:17][CH:16]=1>>[F:13][C:14]([F:24])([F:23])[C:15]1[S:19][C:18]([C:5]2[N:12]=[CH:11][CH:10]=[CH:9][C:6]=2[CH:7]=[O:8])=[CH:17][CH:16]=1. Procedure details: 2-(5-(trifluoromethyl)thiophen-2-yl)nicotinaldehyde was prepared using the general boronic acid coupling procedure for 2-bromonicotinaldehyde and (5-(trifluoromethyl)thiophen-2-yl)boronic acid (47.7 mg, 62.3 mg theoretical, 76.6%). LC-MS m/z 258.2 (M+1). The reactants are Cl (HCl), [Na] (Sodium), C(C(=O)OCC)(=O)OCC (diethyl oxalate), C(C1=CC=CC=C1)OC1=C(C=C(C(=C1)OCC1=CC=CC=C1)CC(C)C)C(C)=O (1-(2,4-Bis-benzyloxy-5-isobutyl-phenyl)-ethanone). Run in C(C)O (ethanol). Yields the product C(C)OC(C(CC(=O)C1=C(C=C(C(=C1)CC(C)C)OCC1=CC=CC=C1)OCC1=CC=CC=C1)=O)=O (4-(2,4-Bis-benzyloxy-5-isobutyl-phenyl)-2,4-dioxo-butyric acid ethyl ester). As a reaction SMILES: [Na].[CH2:2]([O:9][C:10]1[CH:15]=[C:14]([O:16][CH2:17][C:18]2[CH:23]=[CH:22][CH:21]=[CH:20][CH:19]=2)[C:13]([CH2:24][CH:25]([CH3:27])[CH3:26])=[CH:12][C:11]=1[C:28](=[O:30])[CH3:29])[C:3]1[CH:8]=[CH:7][CH:6]=[CH:5][CH:4]=1.[C:31](OCC)(=[O:37])[C:32]([O:34][CH2:35][CH3:36])=[O:33].Cl>C(O)C>[CH2:35]([O:34][C:32](=[O:33])[C:31](=[O:37])[CH2:29][C:28]([C:11]1[CH:12]=[C:13]([CH2:24][CH:25]([CH3:26])[CH3:27])[C:14]([O:16][CH2:17][C:18]2[CH:19]=[CH:20][CH:21]=[CH:22][CH:23]=2)=[CH:15][C:10]=1[O:9][CH2:2][C:3]1[CH:4]=[CH:5][CH:6]=[CH:7][CH:8]=1)=[O:30])[CH3:36] |^1:0|. Reported procedure: Sodium (3 eq) was added to ethanol under nitrogen at room temperature and stirred until complete dissolution occured. 1-(2,4-Bis-benzyloxy-5-isobutyl-phenyl)-ethanone (1 eq) was added, followed by diethyl oxalate (1.5 eq) and the reaction mixture heated to reflux for 4 hours. The mixture was allowed to cool to room temperature and acidified with 2M HCl (aq) to give a yellow precipitate of 4-(2,4-Bis-benzyloxy-5-isobutyl-phenyl)-2,4-dioxo-butyric acid ethyl ester, which was obtained by filtration... The reactants are C(C)(=O)[O-].[Na+] (sodium acetate), C(C)(=O)O (acetic acid), O=C(C(=O)OCC)CCC1=CC=CC=C1 (ethyl 2-oxo-4-phenylbutyrate), 3A, C(C(=O)O)(=O)O.C(C)(C)(C)OC(CN(C1CC2=CC=CC=C2C1)C([C@@H](N)C)=O)=O (L-Alanyl-N-(indan-2-yl)glycine tert-butyl ester oxalate). Reagents/catalysts: [Ni] (Raney nickel). Solvent: C(C)O (ethanol), C(C)O (ethanol), C(C)O (ethanol). Product: C(C)(C)(C)OC(CN(C1CC2=CC=CC=C2C1)C([C@@H](NC(CCC1=CC=CC=C1)C(=O)OCC)C)=O)=O (N-(1-ethoxycarbonyl- 3-phenylpropyl)-L-alanyl-N-(indan-2-yl)glycine tert-butyl ester). The yield is 91.8%. RXN SMILES: C(O)(=O)C(O)=O.[C:7]([O:11][C:12](=[O:29])[CH2:13][N:14]([C:24](=[O:28])[C@H:25]([CH3:27])[NH2:26])[CH:15]1[CH2:23][C:22]2[C:17](=[CH:18][CH:19]=[CH:20][CH:21]=2)[CH2:16]1)([CH3:10])([CH3:9])[CH3:8].C([O-])(=O)C.[Na+].C(O)(=O)C.O=[C:40]([CH2:46][CH2:47][C:48]1[CH:53]=[CH:52][CH:51]=[CH:50][CH:49]=1)[C:41]([O:43][CH2:44][CH3:45])=[O:42]>C(O)C.[Ni]>[C:7]([O:11][C:12](=[O:29])[CH2:13][N:14]([C:24](=[O:28])[C@H:25]([CH3:27])[NH:26][CH:40]([C:41]([O:43][CH2:44][CH3:45])=[O:42])[CH2:46][CH2:47][C:48]1[CH:49]=[CH:50][CH:51]=[CH:52][CH:53]=1)[CH:15]1[CH2:23][C:22]2[C:17](=[CH:18][CH:19]=[CH:20][CH:21]=2)[CH2:16]1)([CH3:8])([CH3:10])[CH3:9] |f:0.1,2.3|. Reported procedure: L-Alanyl-N-(indan-2-yl)glycine tert-butyl ester oxalate (21 g) is dissolved in 200 ml of ethanol. To the solution 4.1 g of sodium acetate, 10 ml of acetic acid, 25 g of ethyl 2-oxo-4-phenylbutyrate and 25 g of molecular sieve 3A are added in sequence. Thereafter, 30 g of Raney nickel suspended in 100 ml of ethanol is added with ethanol, and catalytic reduction is carried out under ordinary temperature and ordinary pressure. When the absorption of hydrogen has cased, the supernatant is separated ...